From a dataset of the Open Reaction Database (ORD), a public repository of structured organic reaction records. describe an organic reaction: reactants, conditions, products, and yield Starting materials: C1(=CC=CC=C1)C=1N=C(OC1C1=CC=CC=C1)[C@@H](CC=C)NC(=O)OCC1=CC=CC=C1 ((4R)-4-(4,5-diphenyloxazol-2-yl)-4-benzyloxycarbonylamino-1-butene), C12CCCC(CCC1)B2 (9-borabicyclo(3.3.1]nonane), [OH-].[Na+] (NaOH), OO (H2O2). Run in C1CCOC1 (THF). Run at time 4 hour. Yields the product C(C1=CC=CC=C1)OC(=O)N[C@H](CCCO)C=1OC(=C(N1)C1=CC=CC=C1)C1=CC=CC=C1 ((1R)-N-benzyloxycarbonyl-4-hydroxy-1-(4,5-diphenyloxazol-2-yl)butylamine). Reaction SMILES: [C:1]1([C:7]2[N:8]=[C:9]([C@H:18]([NH:22][C:23]([O:25][CH2:26][C:27]3[CH:32]=[CH:31][CH:30]=[CH:29][CH:28]=3)=[O:24])[CH2:19][CH:20]=[CH2:21])[O:10][C:11]=2[C:12]2[CH:17]=[CH:16][CH:15]=[CH:14][CH:13]=2)[CH:6]=[CH:5][CH:4]=[CH:3][CH:2]=1.C12BC(CCC1)CCC2.[OH-:42].[Na+].OO>C1COCC1>[CH2:26]([O:25][C:23]([NH:22][C@@H:18]([C:9]1[O:10][C:11]([C:12]2[CH:17]=[CH:16][CH:15]=[CH:14][CH:13]=2)=[C:7]([C:1]2[CH:2]=[CH:3][CH:4]=[CH:5][CH:6]=2)[N:8]=1)[CH2:19][CH2:20][CH2:21][OH:42])=[O:24])[C:27]1[CH:28]=[CH:29][CH:30]=[CH:31][CH:32]=1 |f:2.3|. Procedure details: To a solution of (4R)-4-(4,5-diphenyloxazol-2-yl)-4-benzyloxycarbonylamino-1-butene (5.2 g) in THF (50 ml) was added 9-borabicyclo(3.3.1]nonane (9-BBN) (98 ml, 0.5M solution of THF) at 0° C. After stirred for 4 hours at room temperature, 2N NaOH solution (20 ml) and 35% H2O2 solution (20 ml) were added to the mixture at the 0° C. The mixture was stirred for 1 hour at the same temperature and partitioned between ethyl acetate and water. The organic layer was washed with 1N-HCl, water, sat. NaHCO3... Starting materials: CCOC(=O)N1CCNCC1, CCO, ClCc1ccc(Cl)cc1. The product is CCOC(=O)N1CCN(Cc2ccc(Cl)cc2)CC1. Reaction SMILES: [C:1](=[O:2])([O:3][CH2:4][CH3:5])[N:6]1[CH2:7][CH2:8][NH:9][CH2:10][CH2:11]1.[CH3:21][CH2:22][OH:23].[Cl:12][c:13]1[cH:14][cH:15][c:16]([CH2:17][Cl:18])[cH:19][cH:20]1>>[C:1](=[O:2])([O:3][CH2:4][CH3:5])[N:6]1[CH2:7][CH2:8][N:9]([CH2:17][c:16]2[cH:15][cH:14][c:13]([Cl:12])[cH:20][cH:19]2)[CH2:10][CH2:11]1. Procedure details: 2-(4-Cyclohexylphenoxy-3-(4-benzyloxyphenyl)-2-methyl-propionic acid ethyl ester (2.1 mmol) was dissolved in ethyl acetate (30 mL) and treated with 5% palladium on carbon (300 mg), and stirred under an atmosphere of hydrogen for 20 h. The suspension was filtered through celite and concentrated in vacuo to an oil. Solvent: C(C)(=O)OCC (ethyl acetate). Conditions: time 20 hour. The reactants are C(C)OC(C(CC1=CC=C(C=C1)OCC1=CC=CC=C1)(C)OC1=CC=C(C=C1)C1CCCCC1)=O (4-Cyclohexylphenoxy-3-(4-benzyloxyphenyl)-2-methyl-propionic acid ethyl ester). As a reaction SMILES: [CH2:1]([O:3][C:4](=[O:35])[C:5]([O:22][C:23]1[CH:28]=[CH:27][C:26]([CH:29]2[CH2:34][CH2:33][CH2:32][CH2:31][CH2:30]2)=[CH:25][CH:24]=1)([CH3:21])[CH2:6][C:7]1[CH:12]=[CH:11][C:10]([O:13]CC2C=CC=CC=2)=[CH:9][CH:8]=1)[CH3:2]>C(OCC)(=O)C.[Pd]>[CH2:1]([O:3][C:4](=[O:35])[C:5]([O:22][C:23]1[CH:24]=[CH:25][C:26]([CH:29]2[CH2:34][CH2:33][CH2:32][CH2:31][CH2:30]2)=[CH:27][CH:28]=1)([CH3:21])[CH2:6][C:7]1[CH:8]=[CH:9][C:10]([OH:13])=[CH:11][CH:12]=1)[CH3:2]. Yields the product C(C)OC(C(CC1=CC=C(C=C1)O)(C)OC1=CC=C(C=C1)C1CCCCC1)=O (2-(4-Cyclohexylphenoxy)-3-(4-hydroxyphenyl)-2-methyl-propionic acid ethyl ester). The reagents and catalysts are [Pd] (palladium on carbon). The reactants are CN1N=CC2=CC(=CC=C12)NC(=O)NC=1C=C(OC2=CC(=NC=C2)C(=O)NCCN2CCCCC2)C=CC1 (4-[3-({[(1-methyl-1H-indazol-5-yl)amino]carbonyl}-amino)phenoxy]-N-(2-piperidin-1-ylethyl)pyridine-2-carbox-amide), NCCN1CCCCC1 (1-(2-aminoethyl)piperidine). The product is CN1N=CC2=CC(=CC=C12)NC(=O)NC=1C=C(OC2=CC(=NC=C2)C(=O)NC=2C=NC=CC2)C=CC1 (4-[3-({[(1-methyl-1H-indazol-5-yl)amino]carbonyl}amino)phenoxy]-N-Pyridin-3-ylpyridine-2-carboxamide). Reaction SMILES: [CH3:1][N:2]1[C:10]2[C:5](=[CH:6][C:7]([NH:11][C:12]([NH:14][C:15]3[CH:16]=[C:17]([CH:36]=[CH:37][CH:38]=3)[O:18][C:19]3[CH:24]=[CH:23][N:22]=[C:21]([C:25]([NH:27][CH2:28][CH2:29][N:30]4[CH2:35][CH2:34][CH2:33]CC4)=[O:26])[CH:20]=3)=[O:13])=[CH:8][CH:9]=2)[CH:4]=[N:3]1.NCCN1CCCCC1>>[CH3:1][N:2]1[C:10]2[C:5](=[CH:6][C:7]([NH:11][C:12]([NH:14][C:15]3[CH:16]=[C:17]([CH:36]=[CH:37][CH:38]=3)[O:18][C:19]3[CH:24]=[CH:23][N:22]=[C:21]([C:25]([NH:27][C:28]4[CH:29]=[N:30][CH:35]=[CH:34][CH:33]=4)=[O:26])[CH:20]=3)=[O:13])=[CH:8][CH:9]=2)[CH:4]=[N:3]1. Reported procedure: The title compound was prepared in the same manner described for 4-[3-({[(1-methyl-1H-indazol-5-yl)amino]carbonyl}-amino)phenoxy]-N-(2-piperidin-1-ylethyl)pyridine-2-carbox-amide, substituting 3-aminopyridine for 1-(2-aminoethyl)piperidine. 1H-NMR (DMSO-d6) δ 10.39 (s, 1H), 8.93 (s, 1H), 8.72 (s, 1H), 8.63 (d, J=5.4 Hz, 1H), 8.38 to 8.36 (m, 1H), 8.19 (d, J=8.4 Hz, 1H), 7.91 to 7.86 (m, 3H), 7.85 to 7.51 (m, 3H), 7.42 (t, J=2.1 Hz, 1H), 7.52 to 7.17 (m, 4H), 6.85 (dd, J=2.4, 1.5 Hz, 1H), 3.98 (s... Starting materials: [OH-].[Na+] (sodium hydroxide), O1C=C(C=C1)C=O (3-furaldehyde), C(C=C)N (allylamine), [BH4-].[Na+] (sodium borohydride). Run in CO (methanol). Reaction conditions: time 1 hour. Yields the product C(C=C)NCC1=COC=C1 (N-allyl-3-furylmethylamine). As a reaction SMILES: [O:1]1[CH:5]=[CH:4][C:3]([CH:6]=O)=[CH:2]1.[CH2:8]([NH2:11])[CH:9]=[CH2:10].[BH4-].[Na+].[OH-].[Na+]>CO>[CH2:8]([NH:11][CH2:6][C:3]1[CH:4]=[CH:5][O:1][CH:2]=1)[CH:9]=[CH2:10] |f:2.3,4.5|. Procedure: A solution of 6.019 g (62.64 mmol) of 3-furaldehyde and 5.37 g (94.0 mmol) of allylamine in 100 ml of methanol was stirred at room temperature for 0.5 hours. To this reaction mixture, 4.74 g (125 mmol) of sodium borohydride was added portionwise under ice-cooling, followed by stirring at room temperature for 1 hour. The reaction mixture was poured into an aqueous sodium hydroxide and extracted with dichloromethane 3 times. The combined organic layer was dried over anhydrous magnesium sulfate; th... Starting materials: C(C)(C)C1=C(N)C(=CC=C1)C(C)C (2, 6-diisopropylaniline), N(=O)[O-].[Na+] (sodium nitrite), [I-].[K+] (potassium iodide), resultant mixture. The solvent is O (water), Cl (hydrochloric acid), O (water), O (water). Yields the product C(C)(C)C1=C(C(=CC=C1)C(C)C)I (2, 6-diisopropylphenyl iodide). The yield is 44.2%. As a reaction SMILES: [CH:1]([C:4]1[CH:10]=[CH:9][CH:8]=[C:7]([CH:11]([CH3:13])[CH3:12])[C:5]=1N)([CH3:3])[CH3:2].N([O-])=O.[Na+].[I-:18].[K+]>O.Cl>[CH:1]([C:4]1[CH:10]=[CH:9][CH:8]=[C:7]([CH:11]([CH3:13])[CH3:12])[C:5]=1[I:18])([CH3:3])[CH3:2] |f:1.2,3.4|. Procedure details: To a solution of 7.09 g (40 mmol) of 2, 6-diisopropylaniline in 54 ml of water and 18 ml of conc. hydrochloric acid was dropwise added a solution of 2.76 g (40 mmol) of sodium nitrite in 16 ml of water with sufficient stirring and ice cooling, and the resultant mixture was stirred for further 10 minutes. A solution of 6.64 g (40 mmol) of potassium iodide in 6 ml of water was added to the mixture, and the mixture was stirred for 4 hours at room temperature and refluxed with heating for 1 hour. Af... The reactants are CS(C)=O, Clc1cccc(N2CCNCC2)c1, N#Cc1ccc(-c2ccc(F)cc2)[nH]c1=O. The product is N#Cc1ccc(-c2ccc(N3CCN(c4cccc(Cl)c4)CC3)cc2)[nH]c1=O. Reaction SMILES: [CH3:30][S:31](=[O:32])[CH3:33].[Cl:17][c:18]1[cH:19][c:20]([N:24]2[CH2:25][CH2:26][NH:27][CH2:28][CH2:29]2)[cH:21][cH:22][cH:23]1.[F:1][c:2]1[cH:3][cH:4][c:5](-[c:8]2[nH:9][c:10](=[O:16])[c:11]([C:12]#[N:13])[cH:14][cH:15]2)[cH:6][cH:7]1>>[c:2]1([N:27]2[CH2:26][CH2:25][N:24]([c:20]3[cH:19][c:18]([Cl:17])[cH:23][cH:22][cH:21]3)[CH2:29][CH2:28]2)[cH:3][cH:4][c:5](-[c:8]2[nH:9][c:10](=[O:16])[c:11]([C:12]#[N:13])[cH:14][cH:15]2)[cH:6][cH:7]1. Reactants: FC1=C(C(=CC=C1)F)C1=C(C=C2N3[C@@H](C(NN=C3COC2=C1)=O)C)[C@H]1[C@H](CNCC1)C ((R)-7-(2,6-difluoro-phenyl)-4-methyl-6-((3R,4R)-3-methyl-piperidin-4-yl)-2,10-dihydro-9-oxa-1,2,4a-triaza-phenanthren-3-one), C(=O)(O)[O-].[Na+] (NaHCO3), C=O (paraformaldehyde), [BH3-]C#N.[Na+] (NaBH3CN). Run in CC(=O)O (AcOH), CO (MeOH). Reaction conditions: time 1 hour. Yields the product FC1=C(C(=CC=C1)F)C1=C(C=C2N3[C@@H](C(NN=C3COC2=C1)=O)C)[C@H]1[C@H](CN(CC1)C)C ((R)-7-(2,6-difluoro-phenyl)-6-((3R,4R)-1,3-dimethyl-piperidin-4-yl)-4-methyl-2,10-dihydro-9-oxa-1,2,4a-triaza-phenanthren-3-one). Isolated yield 77.6%. RXN SMILES: [F:1][C:2]1[CH:7]=[CH:6][CH:5]=[C:4]([F:8])[C:3]=1[C:9]1[CH:22]=[C:21]2[C:12]([N:13]3[C:18]([CH2:19][O:20]2)=[N:17][NH:16][C:15](=[O:23])[C@H:14]3[CH3:24])=[CH:11][C:10]=1[C@@H:25]1[CH2:30][CH2:29][NH:28][CH2:27][C@@H:26]1[CH3:31].C=O.[BH3-][C:35]#N.[Na+].C([O-])(O)=O.[Na+]>CC(O)=O.CO>[F:8][C:4]1[CH:5]=[CH:6][CH:7]=[C:2]([F:1])[C:3]=1[C:9]1[CH:22]=[C:21]2[C:12]([N:13]3[C:18]([CH2:19][O:20]2)=[N:17][NH:16][C:15](=[O:23])[C@H:14]3[CH3:24])=[CH:11][C:10]=1[C@@H:25]1[CH2:30][CH2:29][N:28]([CH3:35])[CH2:27][C@@H:26]1[CH3:31] |f:2.3,4.5|. Reported procedure: To a mixture of (R)-7-(2,6-difluoro-phenyl)-4-methyl-6-((3R,4R)-3-methyl-piperidin-4-yl)-2,10-dihydro-9-oxa-1,2,4a-triaza-phenanthren-3-one (0.005 g, 0.012 mmol) in AcOH (0.2 mL) and MeOH (2 mL) was added paraformaldehyde (0.004 g, 0.117 mmol) and the reaction mixture was stirred at ambient temperature for 1 h. NaBH3CN (0.002 g, 0.029 mmol) was added and the reaction mixture was stirred at ambient temperature overnight. Aqueous saturated NaHCO3 solution (30 mL) was added and the reaction mixture... Starting materials: N([C@@H](CCCCNC(=O)OCC1=CC=CC=C1)C(=O)O)C(=O)OC(C)(C)C (Boc-Lys(Z)-OH), N1[C@H](C(=O)OC)CCC1.Cl (Pro-OMe hydrochloride), TEA. Run in C(Cl)Cl (methylene chloride). Run at time 20 hour. The product is N([C@@H](CCCCNC(=O)OCC1=CC=CC=C1)C(=O)N1[C@H](C(=O)OC)CCC1)C(=O)OC(C)(C)C (Boc-Lys(Z)-Pro-OMe). Reaction SMILES: [NH:1]([C:21]([O:23][C:24]([CH3:27])([CH3:26])[CH3:25])=[O:22])[C@H:2]([C:18]([OH:20])=O)[CH2:3][CH2:4][CH2:5][CH2:6][NH:7][C:8]([O:10][CH2:11][C:12]1[CH:17]=[CH:16][CH:15]=[CH:14][CH:13]=1)=[O:9].[NH:28]1[CH2:36][CH2:35][CH2:34][C@H:29]1[C:30]([O:32][CH3:33])=[O:31].Cl>C(Cl)Cl>[NH:1]([C:21]([O:23][C:24]([CH3:27])([CH3:26])[CH3:25])=[O:22])[C@H:2]([C:18]([N:28]1[CH2:36][CH2:35][CH2:34][C@H:29]1[C:30]([O:32][CH3:33])=[O:31])=[O:20])[CH2:3][CH2:4][CH2:5][CH2:6][NH:7][C:8]([O:10][CH2:11][C:12]1[CH:13]=[CH:14][CH:15]=[CH:16][CH:17]=1)=[O:9] |f:1.2|. Reported procedure: Boc-Lys(Z)-OH (1 equivalent), Pro-OMe hydrochloride (1 equivalent) and TEA (1 equivalent) were dissolved in dry methylene chloride, and WSCD (1 equivalent) was added under cooling with ice. Thereafter, the mixture was stirred at room temperature for 20 hours, and the reaction mixture was washed successively with IN HCl, water, saturated aqueous sodium bicarbonate, water and saturated brine. After drying over anhydrous magnesium sulfate, the solvent was distilled off under vacuum. The resulting c... Reactants: C1(CCCCC1)C=1C(=C(C(N(N1)CC1=CC=C(C=C1)C(C)(C)C)=O)C(=O)OCC)O (Ethyl 6-cyclohexyl-2-{[4-(1,1-dimethylethyl)phenyl]methyl}-5-hydroxy-3-oxo-2,3-dihydro-4-pyridazinecarboxylate), C(C)(C)(C)C1=CC=C(CBr)C=C1 (4-tert-butylbenzyl bromide), [H-].[Na+] (Sodium hydride), oil, C1(CCCCC1)C=1C(=C(C(NN1)=O)C(=O)OCC)O (ethyl 6-cyclohexyl-5-hydroxy-3-oxo-2,3-dihydro-4-pyridazinecarboxylate), CN(C=O)C (dimethylformamide), Cl (hydrochloric acid). Run at time 15 minute. Yields the product C1(CCCCC1)C=1C(=C(C(N(N1)CC1=CC=C(C=C1)C(C)(C)C)=O)C(=O)NCC(=O)O)O (N-[(6-Cyclohexyl-2-{[4-(1,1-dimethylethyl)phenyl]methyl}-5-hydroxy-3-oxo-2,3-dihydro-4-pyridazinyl)carbonyl]glycine). Isolated yield 56.0%. Reaction SMILES: [CH:1]1([C:7]2[C:8]([OH:30])=[C:9]([C:25](OCC)=[O:26])[C:10](=[O:24])[N:11]([CH2:13][C:14]3[CH:19]=[CH:18][C:17]([C:20]([CH3:23])([CH3:22])[CH3:21])=[CH:16][CH:15]=3)[N:12]=2)[CH2:6][CH2:5][CH2:4][CH2:3][CH2:2]1.[H-].[Na+].C1(C2C(O)=[C:41]([C:46]([O:48]CC)=[O:47])C(=O)NN=2)CCCCC1.C(C1C=CC(CBr)=CC=1)(C)(C)C.Cl.C[N:66](C)C=O>>[CH:1]1([C:7]2[C:8]([OH:30])=[C:9]([C:25]([NH:66][CH2:41][C:46]([OH:48])=[O:47])=[O:26])[C:10](=[O:24])[N:11]([CH2:13][C:14]3[CH:15]=[CH:16][C:17]([C:20]([CH3:22])([CH3:21])[CH3:23])=[CH:18][CH:19]=3)[N:12]=2)[CH2:2][CH2:3][CH2:4][CH2:5][CH2:6]1 |f:1.2|. Procedure details: Ethyl 6-cyclohexyl-2-{[4-(1,1-dimethylethyl)phenyl]methyl}-5-hydroxy-3-oxo-2,3-dihydro-4-pyridazinecarboxylate. Sodium hydride (0.040 g of a 60% oil suspension, 1.00 mmol) was added to a stirred suspension of ethyl 6-cyclohexyl-5-hydroxy-3-oxo-2,3-dihydro-4-pyridazinecarboxylate (example 10(a), 0.100 g, 0.376 mmol) in dimethylformamide (2.0 mL) under nitrogen. After 15 min stirring at room temperature, the mixture was cooled in an ice bath and 4-tert-butylbenzyl bromide (0.071 mL, 0.384 mmol) in...